describe an organic reaction: reactants, conditions, products, and yield From a dataset of the Open Reaction Database (ORD), a public repository of structured organic reaction records. The reactants are C1CCOC1, COC(=O)C(CC=Cc1ccc(C2(O)CCOCC2)cc1)NC(=O)c1c(Cl)cccc1Cl, [Na+], [OH-]. RXN SMILES: [CH2:33]1[O:34][CH2:35][CH2:36][CH2:37]1.[CH3:1][O:2][C:3]([CH:4]([CH2:5][CH:6]=[CH:7][c:8]1[cH:9][cH:10][c:11]([C:14]2([OH:20])[CH2:15][CH2:16][O:17][CH2:18][CH2:19]2)[cH:12][cH:13]1)[NH:21][C:22]([c:23]1[c:24]([Cl:30])[cH:25][cH:26][cH:27][c:28]1[Cl:29])=[O:31])=[O:32].[Na+:39].[OH-:38]>>[O:2]=[C:3]([CH:4]([CH2:5][CH:6]=[CH:7][c:8]1[cH:9][cH:10][c:11]([C:14]2([OH:20])[CH2:15][CH2:16][O:17][CH2:18][CH2:19]2)[cH:12][cH:13]1)[NH:21][C:22]([c:23]1[c:24]([Cl:30])[cH:25][cH:26][cH:27][c:28]1[Cl:29])=[O:31])[OH:32]. Product: O=C(NC(CC=Cc1ccc(C2(O)CCOCC2)cc1)C(=O)O)c1c(Cl)cccc1Cl. Starting materials: C(C)(=O)OCC (ethyl acetate), CON=C1CCC2=CC(=CC=C12)C1=C(OC(=C1)CN1CCCCC1)C1=NC(=NC=C1)SC (5-[2-(2-Methylsulfanyl-pyrimidin-4-yl)-5-piperidin-1-ylmethyl-furan-3-yl]-indan-1-one O-methyl-oxime), Cl (HCl), CC(=O)C (acetone). Solvent: O1CCOCC1 (dioxane). Run at temperature 100 celsius. Product: CSC1=NC=CC(=N1)C=1OC(=CC1C=1C=C2CCC(C2=CC1)=O)CN1CCCCC1 (5-[2-(2-Methylsulfanyl-pyrimidin-4-yl)-5-piperidin-1-ylmethyl-furan-3-yl]-indan-1-one). As a reaction SMILES: CON=[C:4]1[C:12]2[C:7](=[CH:8][C:9]([C:13]3[CH:17]=[C:16]([CH2:18][N:19]4[CH2:24][CH2:23][CH2:22][CH2:21][CH2:20]4)[O:15][C:14]=3[C:25]3[CH:30]=[CH:29][N:28]=[C:27]([S:31][CH3:32])[N:26]=3)=[CH:10][CH:11]=2)[CH2:6][CH2:5]1.Cl.CC(C)=[O:36].C(OCC)(=O)C>O1CCOCC1>[CH3:32][S:31][C:27]1[N:26]=[C:25]([C:14]2[O:15][C:16]([CH2:18][N:19]3[CH2:24][CH2:23][CH2:22][CH2:21][CH2:20]3)=[CH:17][C:13]=2[C:9]2[CH:8]=[C:7]3[C:12](=[CH:11][CH:10]=2)[C:4](=[O:36])[CH2:5][CH2:6]3)[CH:30]=[CH:29][N:28]=1. Reported procedure: A mixture of the product from Step 3 (0.310 g, 0.692 mmol) and 5M HCl (3 ml) in dioxane (3 ml)/acetone (1 ml) was heated at 100° C. for 1 hour. The mixture was then cooled to room temperature and poured into ethyl acetate and washed with saturated aqueous sodium bicarbonate solution. The ethyl acetate was then dried and the solvent evaporated in vacuo and the residue chromatographed on silica gel eluting with a mixture of 0.880 ammonia/methanol/dichloromethane (0.5:4.5:95) to furnish the title c... Starting materials: [Mg+]Cc1ccccc1, CON(C)C(=O)C(C)NC(=O)OC(C)(C)C, [Cl-]. Yields the product CC(NC(=O)OC(C)(C)C)C(=O)Cc1ccccc1. RXN SMILES: [CH2:18]([c:19]1[cH:20][cH:21][cH:22][cH:23][cH:24]1)[Mg+:25].[CH3:1][O:2][N:3]([C:4]([CH:5]([CH3:6])[NH:7][C:8]([O:9][C:10]([CH3:11])([CH3:12])[CH3:13])=[O:14])=[O:15])[CH3:16].[Cl-:17]>>[C:4]([CH:5]([CH3:6])[NH:7][C:8]([O:9][C:10]([CH3:11])([CH3:12])[CH3:13])=[O:14])(=[O:15])[CH2:18][c:19]1[cH:20][cH:21][cH:22][cH:23][cH:24]1. The product is O[C@](C#N)(CC(C)C)C ((S)-2-hydroxy-2,4-dimethylpentanenitrile). Reactants: CC(C(C)=O)CC (3-methyl-2-pentanone), C(C)(C)OC(C)C (diisopropyl ether), [C-]#N.[K+] (potassium cyanide), C(C)(C)OC(C)C (diisopropyl ether). The yield is 38.0%. Reported procedure: 500 μl of 3-methyl-2-pentanone (4 mmol) were dissolved in 15 ml of diisopropyl ether with stirring, the mixture was cooled to 0-5° C. and an aqueous solution of 520 mg. of potassium cyanide in 20 ml of 0.5 M citric acid was added. After addition of 2 ml of enzyme solution (1000 IU/ml), the reaction vessel was sealed pressure-tight and the mixture was stirred at 0-5° C. for 5 hours. The mixture was then diluted with 30 ml of diisopropyl ether and the reaction mixture was extracted. After separati... Reaction conditions: temperature 2.5 celsius. Run in C(CC(O)(C(=O)O)CC(=O)O)(=O)O (citric acid). Reaction SMILES: [CH3:1][CH:2]([CH2:6]C)C(=O)C.[C-:8]#[N:9].[K+].C([O:14][CH:15]([CH3:17])[CH3:16])(C)C>C(O)(=O)CC(CC(O)=O)(C(O)=O)O>[OH:14][C@@:15]([CH3:16])([CH2:17][CH:2]([CH3:6])[CH3:1])[C:8]#[N:9] |f:1.2|. The reactants are CC=1NC(=C(C1CCC(=O)OCC)C)C(=O)OCC (ethyl 2,4-dimethyl-5-(ethoxycarbonyl)-3-pyrrolepropionate), [OH-].[K+] (KOH). The solvent is O (water), O (water), CO (methanol), CO (methanol). Reaction conditions: temperature 70 celsius, time 4 hour. The product is C(C)OC(=O)C=1NC(=C(C1C)CCC(=O)O)C (4-(2-carboxy-ethyl)-3,5-dimethyl-1H-pyrrole-2-carboxylic acid ethyl ester). Isolated yield 80.6%. As a reaction SMILES: [CH3:1][C:2]1[NH:3][C:4]([C:15]([O:17][CH2:18][CH3:19])=[O:16])=[C:5]([CH3:14])[C:6]=1[CH2:7][CH2:8][C:9]([O:11]CC)=[O:10].[OH-].[K+]>O.CO>[CH2:18]([O:17][C:15]([C:4]1[NH:3][C:2]([CH3:1])=[C:6]([CH2:7][CH2:8][C:9]([OH:11])=[O:10])[C:5]=1[CH3:14])=[O:16])[CH3:19] |f:1.2|. Procedure: To a suspension of 10 g (38.9 mmol) ethyl 2,4-dimethyl-5-(ethoxycarbonyl)-3-pyrrolepropionate (commercially available) in a mixture of water (250 mL) and methanol (MeOH) (50 mL) was added 3.0 g of KOH in 50 mL of water. The mixture was stirred at 70° C. for 4 hr. The reaction mixture was cooled and the methanol was stripped from the mixture under vacuum. The remaining solution was filtered and the filtrate was then acidified with 6N hydrochloric acid to pH 3. The precipitate which formed was col... Solvent: C1=CC=CC=C1 (benzene). Procedure: 2-Amino-5H-s-triazolo[5,1-a]isoindole (12.08 g) and acetic anhydride (8 ml) are boiled for one hour in 150 ml of benzene. After cooling, the solid precipitate is recovered on filter and then is crystallized from ethyl acetate. Yield 14.35 g (97%). M.p. 258-9°C. Reaction SMILES: [NH2:1][C:2]1[N:13]=[C:5]2[C:6]3[C:11]([CH2:12][N:4]2[N:3]=1)=[CH:10][CH:9]=[CH:8][CH:7]=3.[C:14](OC(=O)C)(=[O:16])[CH3:15]>C1C=CC=CC=1>[C:14]([NH:1][C:2]1[N:13]=[C:5]2[C:6]3[C:11]([CH2:12][N:4]2[N:3]=1)=[CH:10][CH:9]=[CH:8][CH:7]=3)(=[O:16])[CH3:15]. Reactants: NC1=NN2C(C3=CC=CC=C3C2)=N1 (2-Amino-5H-s-triazolo[5,1-a]isoindole), C(C)(=O)OC(C)=O (acetic anhydride). Yields the product C(C)(=O)NC1=NN2C(C3=CC=CC=C3C2)=N1 (2-Acetamido-5H-s-triazolo[5,1-a]isoindole).